From a dataset of the Open Reaction Database (ORD), a public repository of structured organic reaction records. describe an organic reaction: reactants, conditions, products, and yield The reactants are CN(/C=C/C(=O)C1=NN(C=CC1=O)C1=CC(=CC=C1)S(=O)(=O)C)C (3-((E)-3-Dimethylamino-acryloyl)-1-(3-methansulfonyl-phenyl)-1H-pyridazin-4-one), S1C(=NC=C1)NN (thiazol-2-yl-hydrazine). Product: CS(=O)(=O)C=1C=C(C=CC1)N1N=C(C(C=C1)=O)C=1N(N=CC1)C=1SC=CN1 (1-(3-Methanesulfonyl-phenyl)-3-(2-thiazol-2-yl-2H-pyrazol-3-yl)-1H-pyridazin-4-one). RXN SMILES: C[N:2](C)/[CH:3]=[CH:4]/[C:5]([C:7]1[C:12](=[O:13])[CH:11]=[CH:10][N:9]([C:14]2[CH:19]=[CH:18][CH:17]=[C:16]([S:20]([CH3:23])(=[O:22])=[O:21])[CH:15]=2)[N:8]=1)=O.[S:25]1[CH:29]=[CH:28][N:27]=[C:26]1[NH:30]N>>[CH3:23][S:20]([C:16]1[CH:15]=[C:14]([N:9]2[CH:10]=[CH:11][C:12](=[O:13])[C:7]([C:5]3[N:30]([C:26]4[S:25][CH:29]=[CH:28][N:27]=4)[N:2]=[CH:3][CH:4]=3)=[N:8]2)[CH:19]=[CH:18][CH:17]=1)(=[O:22])=[O:21]. Reported procedure: The product was obtained starting from 3-((E)-3-Dimethylamino-acryloyl)-1-(3-methansulfonyl-phenyl)-1H-pyridazin-4-one (A-7) and thiazol-2-yl-hydrazine according to the method described for example 91. MS: M=400.1 (M+H)+ Reactants: O=C=O, C1CCOC1, CC(C)(C)NS(=O)(=O)c1cn(CCOC2CCCCO2)c2ccccc12, Cl, [Li]CCCC. The product is CC(C)(C)NS(=O)(=O)c1c(C(=O)O)n(CCOC2CCCCO2)c2ccccc12. As a reaction SMILES: [C:32](=[O:33])=[O:34].[CH2:36]1[O:37][CH2:38][CH2:39][CH2:40]1.[CH3:1][C:2]([CH3:3])([CH3:4])[NH:5][S:6](=[O:7])(=[O:8])[c:9]1[cH:10][n:11]([CH2:18][CH2:19][O:20][CH:21]2[O:22][CH2:23][CH2:24][CH2:25][CH2:26]2)[c:12]2[cH:13][cH:14][cH:15][cH:16][c:17]12.[ClH:35].[Li:27][CH2:28][CH2:29][CH2:30][CH3:31]>>[CH3:1][C:2]([CH3:3])([CH3:4])[NH:5][S:6](=[O:7])(=[O:8])[c:9]1[c:10]([C:32](=[O:33])[OH:34])[n:11]([CH2:18][CH2:19][O:20][CH:21]2[O:22][CH2:23][CH2:24][CH2:25][CH2:26]2)[c:12]2[cH:13][cH:14][cH:15][cH:16][c:17]12.